describe an organic reaction: reactants, conditions, products, and yield From a dataset of the Open Reaction Database (ORD), a public repository of structured organic reaction records. Starting materials: C([C@@H]1[C@H]([C@@H]([C@H]([C@H](O1)O[C@@H]2[C@@H]([C@H]([C@@H]([C@H](O2)CO)O)O)O)O)O)O)O (trehalose), sugar, solution. Run in S(O)(O)(=O)=O (sulfuric acid). Run at temperature 100 celsius. The product is O=C[C@H](O)[C@@H](O)[C@H](O)[C@H](O)CO (glucose). RXN SMILES: [CH2:1]([OH:23])[C@H:2]1[O:7][C@H:6]([O:8][C@H]2O[C@H](CO)[C@@H](O)[C@H](O)[C@H]2O)[C@H:5]([OH:20])[C@@H:4]([OH:21])[C@@H:3]1[OH:22]>S(=O)(=O)(O)O>[O:8]=[CH:6][C@@H:5]([C@H:4]([C@@H:3]([C@@H:2]([CH2:1][OH:23])[OH:7])[OH:22])[OH:21])[OH:20]. Procedure: The 250 MHz proton NMR spectral patterns of the white powder thus obtained are identical with those of commercially available trehalose. The white powder is found negative in the Somogyi-Nelson reducing sugar test. Furthermore, the white powder is dissolved in 0.05 N sulfuric acid to make a 20 mM solution, heated at 100° C. for 15 hours in a closed container to give 37 mM glucose according to an HPLC measurement. Reactants: C(C)C=1C=CC(=NC1)C=CC1=C(C=CC=C1)[N+](=O)[O-] (5-ethyl-2-(o-nitrostyryl)pyridine), Example 2 ( a ), [N+](=O)([O-])C1=C(C=CC2=NC=CC=C2)C=CC=C1 (2-(o-nitrostyryl)pyridine). The product is NC1=C(CCC2=NC=C(C=C2)CC)C=CC=C1 (2-(o-aminophenethyl)-5-ethylpyridine). Reaction SMILES: [CH2:1]([C:3]1[CH:4]=[CH:5][C:6]([CH:9]=[CH:10][C:11]2[CH:16]=[CH:15][CH:14]=[CH:13][C:12]=2[N+:17]([O-])=O)=[N:7][CH:8]=1)[CH3:2].[N+](C1C=CC=CC=1C=CC1C=CC=CN=1)([O-])=O>>[NH2:17][C:12]1[CH:13]=[CH:14][CH:15]=[CH:16][C:11]=1[CH2:10][CH2:9][C:6]1[CH:5]=[CH:4][C:3]([CH2:1][CH3:2])=[CH:8][N:7]=1. Procedure details: Reduction of 5-ethyl-2-(o-nitrostyryl)pyridine as described in Example 2 (a) for 2-(o-nitrostyryl)pyridine provides 2-(o-aminophenethyl)-5-ethylpyridine having a melting point of 52.5°-53.5° C. (corr.) when crystallized from isopropyl ether-heptane. As a reaction SMILES: [C:1](=[O:2])([CH3:3])[O:4][CH2:5][c:6]1[c:7](-[n:35]2[c:36](=[O:50])[c:37]3[c:38]([F:49])[cH:39][c:40]([C:45]([CH3:46])([CH3:47])[CH3:48])[cH:41][c:42]3[cH:43][n:44]2)[cH:8][cH:9][cH:10][c:11]1-[c:12]1[n:13][n:14]([CH3:34])[c:15](=[O:33])[c:16]([NH:18][c:19]2[n:20][cH:21][c:22]([CH:25]3[CH2:26][CH2:27][N:28]([CH2:31][CH3:32])[CH2:29][CH2:30]3)[cH:23][cH:24]2)[cH:17]1.[C:51](=[O:52])([O-:53])[O-:54].[CH3:57][OH:58].[K+:55].[K+:56]>>[OH:4][CH2:5][c:6]1[c:7](-[n:35]2[c:36](=[O:50])[c:37]3[c:38]([F:49])[cH:39][c:40]([C:45]([CH3:46])([CH3:47])[CH3:48])[cH:41][c:42]3[cH:43][n:44]2)[cH:8][cH:9][cH:10][c:11]1-[c:12]1[n:13][n:14]([CH3:34])[c:15](=[O:33])[c:16]([NH:18][c:19]2[n:20][cH:21][c:22]([CH:25]3[CH2:26][CH2:27][N:28]([CH2:31][CH3:32])[CH2:29][CH2:30]3)[cH:23][cH:24]2)[cH:17]1. Product: CCN1CCC(c2ccc(Nc3cc(-c4cccc(-n5ncc6cc(C(C)(C)C)cc(F)c6c5=O)c4CO)nn(C)c3=O)nc2)CC1. The reactants are CCN1CCC(c2ccc(Nc3cc(-c4cccc(-n5ncc6cc(C(C)(C)C)cc(F)c6c5=O)c4COC(C)=O)nn(C)c3=O)nc2)CC1, O=C([O-])[O-], CO, [K+], [K+]. Starting materials: BrC=1C=CC2=C(C(=C(O2)C#N)CC)C1 (5-bromo-3-ethylbenzofuran-2-carbonitrile), [OH-].[K+] (potassium hydroxide), O (water). Run in C(C)O (ethanol). Product: BrC=1C=CC2=C(C(=C(O2)C(=O)O)CC)C1 (5-bromo-3-ethylbenzofuran-2-carboxylic acid). Reaction SMILES: [Br:1][C:2]1[CH:3]=[CH:4][C:5]2[O:9][C:8]([C:10]#N)=[C:7]([CH2:12][CH3:13])[C:6]=2[CH:14]=1.[OH-:15].[K+].[OH2:17]>C(O)C>[Br:1][C:2]1[CH:3]=[CH:4][C:5]2[O:9][C:8]([C:10]([OH:17])=[O:15])=[C:7]([CH2:12][CH3:13])[C:6]=2[CH:14]=1 |f:1.2|. Reported procedure: A mixture of 5-bromo-3-ethylbenzofuran-2-carbonitrile (2.00 g), potassium hydroxide (1.00 g), water (10 ml) and ethanol (0.5 ml) was heated under reflux for 48 hours and then the solvent was evaporated. The residue was dissolved in water and the solution was filtered and acidified with 2N hydrochloric acid. The solid was filtered off, washed with water and dried to give 5-bromo-3-ethylbenzofuran-2-carboxylic acid (2.01 g) which had m.p. 240°-242° after crystallisation from methanol/H2O. The reactants are C(C)(C)(C)C1=C(C=CC=C1)N1CCN(CC1)C(=O)C1=CC(=NO1)OCC(=O)OC(C)(C)C (tert-Butyl [(5-{[4-(2-tert-butylphenyl)piperazin-1-yl]carbonyl}isoxazol-3-yl)oxy]acetate), FC(C(=O)O)(F)F (trifluoroacetic acid), [OH-].[Na+] (sodium hydroxide). Run at time 3 hour. Yields the product C(C)(C)(C)C1=C(C=CC=C1)N1CCN(CC1)C(=O)C1=CC(=NO1)OCC(=O)O ([(5-{[4-(2-tert-Butylphenyl)piperazin-1-yl]carbonyl}isoxazol-3-yl)oxy]acetic acid). The yield is 85.7%. RXN SMILES: [C:1]([C:5]1[CH:10]=[CH:9][CH:8]=[CH:7][C:6]=1[N:11]1[CH2:16][CH2:15][N:14]([C:17]([C:19]2[O:23][N:22]=[C:21]([O:24][CH2:25][C:26]([O:28]C(C)(C)C)=[O:27])[CH:20]=2)=[O:18])[CH2:13][CH2:12]1)([CH3:4])([CH3:3])[CH3:2].FC(F)(F)C(O)=O.[OH-].[Na+]>>[C:1]([C:5]1[CH:10]=[CH:9][CH:8]=[CH:7][C:6]=1[N:11]1[CH2:16][CH2:15][N:14]([C:17]([C:19]2[O:23][N:22]=[C:21]([O:24][CH2:25][C:26]([OH:28])=[O:27])[CH:20]=2)=[O:18])[CH2:13][CH2:12]1)([CH3:4])([CH3:2])[CH3:3] |f:2.3|. Procedure details: A mixture of tert-butyl [(5-{[4-(2-tert-butylphenyl)piperazin-1-yl]carbonyl}isoxazol-3-yl)oxy]acetate obtained in Example 215 (0.99 g, 2.23 mmol) and trifluoroacetic acid (8 mL) was stirred at room temperature for 3 h. The reaction mixture was neutralized with 1 M sodium hydroxide solution and the mixture was extracted with ethyl acetate. The organic layer was washed with brine, dried over anhydrous magnesium sulfate, filtered and concentrated under reduced pressure to afford a solid (0.74 g, 86... Starting materials: COC1=CC=C2C(=CNC2=C1)CCN1C(C(NCC1)CC(=O)OCC)=O (Ethyl 4-[2-(6-methoxy-1H-indol-3-yl)-ethyl]-3-oxo-2-piperazine acetate), C(C1=CC=CC=C1)(=O)Cl (benzoyl chloride). The solvent is C(C)N(CC)CC (triethylamine). Product: C(C1=CC=CC=C1)(=O)N1C(C(N(CC1)CCC1=CNC2=CC(=CC=C12)OC)=O)CC(=O)OCC (Ethyl 1-benzoyl-4-[2-(6-methoxy-1H-indol-3-yl)-ethyl]-3-oxo-2-piperazine acetate). As a reaction SMILES: [CH3:1][O:2][C:3]1[CH:11]=[C:10]2[C:6]([C:7]([CH2:12][CH2:13][N:14]3[CH2:19][CH2:18][NH:17][CH:16]([CH2:20][C:21]([O:23][CH2:24][CH3:25])=[O:22])[C:15]3=[O:26])=[CH:8][NH:9]2)=[CH:5][CH:4]=1.[C:27](Cl)(=[O:34])[C:28]1[CH:33]=[CH:32][CH:31]=[CH:30][CH:29]=1>C(N(CC)CC)C>[C:27]([N:17]1[CH2:18][CH2:19][N:14]([CH2:13][CH2:12][C:7]2[C:6]3[C:10](=[CH:11][C:3]([O:2][CH3:1])=[CH:4][CH:5]=3)[NH:9][CH:8]=2)[C:15](=[O:26])[CH:16]1[CH2:20][C:21]([O:23][CH2:24][CH3:25])=[O:22])(=[O:34])[C:28]1[CH:33]=[CH:32][CH:31]=[CH:30][CH:29]=1. Procedure: Using the procedure of Step D of Example 1, 14 g of the product of Step C, 8.2 ml of triethylamine and 4.5 ml of benzoyl chloride were reacted to obtain 18 g of the expected product.